Dataset: the Open Reaction Database (ORD), a public repository of structured organic reaction records. Task: describe an organic reaction: reactants, conditions, products, and yield The reactants are Cl.N1=CC(=CC=C1)CC(=O)O (3-pyridylacetic acid hydrochloride), Cl.COC([C@@H](NC([C@@H](N)C)=O)CC1=CC=CC=C1)=O (N-(L-alaninyl)-L-phenylalanine methyl ester hydrochloride), C(=O)(OC(C)(C)C)N[C@@H](C)C(=O)O (N-BOC-L-alanine), Cl.COC([C@@H](N)CC1=CC=CC=C1)=O (L-phenylalanine methyl ester hydrochloride). Solvent: CO.C(Cl)(Cl)Cl (MeOH CHCl3). The product is COC([C@@H](NC([C@@H](NC(CC=1C=NC=CC1)=O)C)=O)CC1=CC=CC=C1)=O (N-[N-(3-Pyridylacetyl)-L-alaninyl]-L-phenylalanine Methyl Ester). Reaction SMILES: Cl.[N:2]1[CH:7]=[CH:6][CH:5]=[C:4]([CH2:8][C:9]([OH:11])=O)[CH:3]=1.Cl.[CH3:13][O:14][C:15](=[O:30])[C@H:16]([CH2:23][C:24]1[CH:29]=[CH:28][CH:27]=[CH:26][CH:25]=1)[NH:17][C:18](=[O:22])[C@H:19]([CH3:21])[NH2:20].C(N[C@H](C(O)=O)C)(OC(C)(C)C)=O.Cl.COC(=O)[C@H](CC1C=CC=CC=1)N>CO.C(Cl)(Cl)Cl>[CH3:13][O:14][C:15](=[O:30])[C@H:16]([CH2:23][C:24]1[CH:29]=[CH:28][CH:27]=[CH:26][CH:25]=1)[NH:17][C:18](=[O:22])[C@H:19]([CH3:21])[NH:20][C:9](=[O:11])[CH2:8][C:4]1[CH:3]=[N:2][CH:7]=[CH:6][CH:5]=1 |f:0.1,2.3,5.6,7.8|. Reported procedure: Following General Procedure C and using 3-pyridylacetic acid hydrochloride (Aldrich) and N-(L-alaninyl)-L-phenylalanine methyl ester hydrochloride (prepared from N-BOC-L-alanine (Sigma) and L-phenylalanine methyl ester hydrochloride (Sigma) using General Procedure C, followed by removal of the BOC-group using General Procedure P), the title compound was prepared as a solid (mp=150-152° C.). The reaction was monitored by tlc (Rf=0.3 in 10% MeOH/CHCl3) and the product was purified by silica gel ch...